Dataset: the Open Reaction Database (ORD), a public repository of structured organic reaction records. Task: describe an organic reaction: reactants, conditions, products, and yield Reactants: COC1=NC(=NC=C1)C#N (4-methoxypyrimidine-2-carbonitrile). Reagents/catalysts: [Ni] (Raney Nickel). Solvent: CO (MeOH), [OH-].[NH4+] (ammonium hydroxide). Reaction conditions: time 2 hour. The product is COC1=NC(=NC=C1)CN ((4-methoxypyrimidin-2-yl)methanamine). RXN SMILES: [CH3:1][O:2][C:3]1[CH:8]=[CH:7][N:6]=[C:5]([C:9]#[N:10])[N:4]=1>CO.[OH-].[NH4+].[Ni]>[CH3:1][O:2][C:3]1[CH:8]=[CH:7][N:6]=[C:5]([CH2:9][NH2:10])[N:4]=1 |f:2.3|. Reported procedure: To 4-methoxypyrimidine-2-carbonitrile (370 mg) in MeOH (5 mL), aqueous ammonium hydroxide (1 mL) and Raney Nickel (catalytic) were added and the reaction mixture was hydrogenated at 55 psi for 2 h. Then the reaction mixture was filtered and solvent evaporated to afford (4-methoxypyrimidin-2-yl)methanamine, which was carried to next step without purification. The reactants are CC=1C=2N(C=CC1)N=C(N2)N (8-methyl-[1,2,4]triazolo[1,5-a]pyridin-2-ylamine), BrC1=CC=C(C=C1)S(=O)(=O)C (1-bromo-4-methanesulfonyl-benzene). The product is CS(=O)(=O)C1=CC=C(C=C1)NC1=NN2C(C(=CC=C2)C)=N1 ((4-Methanesulfonyl-phenyl)-(8-methyl-[1,2,4]triazolo[1,5-a]pyridin-2-yl)-amine), solid. Yield: 36.0%. RXN SMILES: [CH3:1][C:2]1[C:3]2[N:4]([N:8]=[C:9]([NH2:11])[N:10]=2)[CH:5]=[CH:6][CH:7]=1.Br[C:13]1[CH:18]=[CH:17][C:16]([S:19]([CH3:22])(=[O:21])=[O:20])=[CH:15][CH:14]=1>>[CH3:22][S:19]([C:16]1[CH:17]=[CH:18][C:13]([NH:11][C:9]2[N:10]=[C:3]3[C:2]([CH3:1])=[CH:7][CH:6]=[CH:5][N:4]3[N:8]=2)=[CH:14][CH:15]=1)(=[O:21])=[O:20]. Reported procedure: (4-Methanesulfonyl-phenyl)-(8-methyl-[1,2,4]triazolo[1,5-a]pyridin-2-yl)-amine was prepared from 8-methyl-[1,2,4]triazolo[1,5-a]pyridin-2-ylamine (500 mg, 3.37 mmol) and 1-bromo-4-methanesulfonyl-benzene (973 mg, 1.23 mmol) in a manner analogous to Example 2d. Product was isolated as an off-white solid (0.369 g, 36%). MP=227-230° C. 1H NMR (400 MHz, (D3C)2SO, δ, ppm): 10.35 (s, 1H), 8.67 (d, J=6.9 Hz, 1H), 7.88 (d, J=8.9 Hz, 2H), 7.82 (d, J=8.9 Hz, 2H), 7.42 (d, J=7.1 Hz, 1HO, 6.99 (dd, J=7.1 Hz...